From a dataset of the Open Reaction Database (ORD), a public repository of structured organic reaction records. describe an organic reaction: reactants, conditions, products, and yield Reactants: CC1=C(N=C(O1)C1=CC=CC=C1)CCOC1=CC=C(C=N1)COC1=C(C=CC=C1)CC(=O)OC (methyl 2-[2-[[6-[2-(5-methyl-2-phenyl-4-oxazolyl)ethoxy]-3-pyridyl]methoxy]phenyl]acetate), O1CCCC1 (tetrahydrofuran), [OH-].[Na+] (sodium hydroxide), Cl (Hydrochloric acid). The solvent is CO (methanol), O (water). Reaction conditions: time 4 hour. Yields the product CC1=C(N=C(O1)C1=CC=CC=C1)CCOC1=CC=C(C=N1)COC1=C(C=CC=C1)CC(=O)O (2-[2-[[6-[2-(5-methyl-2-phenyl-4-oxazolyl)ethoxy]-3-pyridyl]methoxy]phenyl]acetic acid). Isolated yield 86.0%. RXN SMILES: [CH3:1][C:2]1[O:6][C:5]([C:7]2[CH:12]=[CH:11][CH:10]=[CH:9][CH:8]=2)=[N:4][C:3]=1[CH2:13][CH2:14][O:15][C:16]1[N:21]=[CH:20][C:19]([CH2:22][O:23][C:24]2[CH:29]=[CH:28][CH:27]=[CH:26][C:25]=2[CH2:30][C:31]([O:33]C)=[O:32])=[CH:18][CH:17]=1.O1CCCC1.[OH-].[Na+].Cl>O.CO>[CH3:1][C:2]1[O:6][C:5]([C:7]2[CH:8]=[CH:9][CH:10]=[CH:11][CH:12]=2)=[N:4][C:3]=1[CH2:13][CH2:14][O:15][C:16]1[N:21]=[CH:20][C:19]([CH2:22][O:23][C:24]2[CH:29]=[CH:28][CH:27]=[CH:26][C:25]=2[CH2:30][C:31]([OH:33])=[O:32])=[CH:18][CH:17]=1 |f:2.3|. Procedure details: To a mixture of methyl 2-[2-[[6-[2-(5-methyl-2-phenyl-4-oxazolyl)ethoxy]-3-pyridyl]methoxy]phenyl]acetate (0.60 g), tetrahydrofuran (3 mL) and methanol (3 mL) was added a 1N aqueous sodium hydroxide solution (3 mL), and the mixture was stirred at room temperature for 4 hrs. 1N Hydrochloric acid (3 mL) and water were added to the reaction mixture and the precipitated crystals were collected by filtration and dried with air to give crystals (0.50 g, 86%) of 2-[2-[[6-[2-(5-methyl-2-phenyl-4-oxazoly... Reactants: COC(C1=C(C=C(C=C1Br)Br)NC(C(C)C1=CC=CC=C1)=O)=O (4,6-dibromo-2-(2-phenyl-propionyl amino)-benzoic acid methyl ester), [Li+].C[Si](C)(C)[N-][Si](C)(C)C (LiHMDS). Solvent: CCOC(=O)C (EtOAc). The product is BrC1=C2C(C(C(NC2=CC(=C1)Br)=O)(C1=CC=CC=C1)C)=O (5,7-dibromo-3-methyl-3-phenyl-1H-quinoline-2,4-dione). Yield: 64.6%. Reaction SMILES: CO[C:3](=[O:23])[C:4]1[C:9]([Br:10])=[CH:8][C:7]([Br:11])=[CH:6][C:5]=1[NH:12][C:13](=[O:22])[CH:14]([C:16]1[CH:21]=[CH:20][CH:19]=[CH:18][CH:17]=1)[CH3:15].[Li+].C[Si]([N-][Si](C)(C)C)(C)C>CCOC(C)=O>[Br:10][C:9]1[CH:8]=[C:7]([Br:11])[CH:6]=[C:5]2[C:4]=1[C:3](=[O:23])[C:14]([CH3:15])([C:16]1[CH:17]=[CH:18][CH:19]=[CH:20][CH:21]=1)[C:13](=[O:22])[NH:12]2 |f:1.2|. Procedure: The objective compound was prepared by the same procedure for the example 1, using a 4,6-dibromo-2-(2-phenyl-propionyl amino)-benzoic acid methyl ester (1.00 g, 2.27 mmol) and LiHMDS (6.81 mmol, 1M THF solution). After normal workup, the pure objective compound (0.60 g, 65%) was obtained as yellow solid by a flash column chromatography (Hex:EtOAc=4:1): 1H NMR (200 MHz, CDCl3) δ 1.64 (s, 3H, CH3), 7.04 (d, J=1.6 Hz, 1H, ArH), 7.17-7.37 (m, 5H, ArH), 7.46 (d, J=1.6 Hz, 1H, ArH), 9.35 (br s, 1H, NH...